Dataset: the Open Reaction Database (ORD), a public repository of structured organic reaction records. Task: describe an organic reaction: reactants, conditions, products, and yield RXN SMILES: [C:12]([O:16][C:13]([n:14]1[c:15]2[c:17]([cH:18][cH:19][c:20]([CH2:21][CH2:22][N:23]([CH:24]3[CH2:25][CH2:26][CH2:27][CH2:28][CH2:29]3)[CH3:30])[cH:31]2)[cH:32][cH:33]1)=[O:34])([CH3:35])([CH3:36])[CH3:37].[C:38]([O:39][C:40]([n:41]1[c:42]2[c:43]([cH:44][c:45]([CH2:46][CH2:47][N:48]([CH:49]3[CH2:50][CH2:51][CH2:52][CH2:53][CH2:54]3)[CH3:55])[cH:56][cH:57]2)[cH:58][cH:59]1)=[O:60])([CH3:61])([CH3:62])[CH3:63].[I:1][c:2]1[c:3]2[c:4]([n:5][cH:6][cH:7]1)[nH:8][c:9]([CH3:11])[n:10]2>>[I:1][c:2]1[c:3]2[c:4]([nH:5][c:6](=[O:16])[cH:7]1)[n:8][c:9]([CH3:11])[nH:10]2. The reactants are CN(CCc1ccc2ccn(C(=O)OC(C)(C)C)c2c1)C1CCCCC1, CN(CCc1ccc2c(ccn2C(=O)OC(C)(C)C)c1)C1CCCCC1, Cc1nc2c(I)ccnc2[nH]1. Yields the product Cc1nc2[nH]c(=O)cc(I)c2[nH]1. Starting materials: C(CC(O)(C(=O)O)CC(=O)O)(=O)O (citric acid), C(C)(C)(C)[Si](OCC[C@@](C(=O)OC(C)(C)C)([C@H](\C=C\CCCCCCC1(OCCO1)CCCCCCC)C(N[C@@H](CC1=CC=C(C=C1)O)C(=O)OCC)=O)O)(C)C (tert-Butyl (E)-(2S,3S)-2-[2-(tert-butyl-dimethyl-silanyloxy)-ethyl]-3-[(S)-1-ethoxycarbonyl-2-(4-hydroxy-phenyl)-ethylcarbamoyl]-11-(2-heptyl-[1,3]dioxolan-2-yl)-2-hydroxy-undec-4-enoate), C([O-])([O-])=O.[K+].[K+] (potassium carbonate), BrCC#CC (1-bromo-but-2-yne). The solvent is O (Water), O (Water), C(C)#N (acetonitrile), CN(C)C=O (DMF). Reaction conditions: temperature 60 celsius, time 3 hour. Yields the product C(C#CC)OC1=CC=C(C=C1)C[C@@H](C(=O)OCC)NC(=O)[C@H]([C@](C(=O)OC(C)(C)C)(CCO)O)\C=C\CCCCCCC(CCCCCCC)=O (tert-Butyl (E)-(2S,3S)-3-[(S)-2-(4-but-2-ynyloxy-phenyl)-1-ethoxycarbonyl-ethylcarbamoyl]-2-hydroxy-2-(2-hydroxy-ethyl)-12-oxo-nonadec-4-enoate). As a reaction SMILES: C([Si](C)(C)[O:6][CH2:7][CH2:8][C@:9]([OH:55])([C@@H:17]([C:38](=[O:54])[NH:39][C@H:40]([C:49]([O:51][CH2:52][CH3:53])=[O:50])[CH2:41][C:42]1[CH:47]=[CH:46][C:45]([OH:48])=[CH:44][CH:43]=1)/[CH:18]=[CH:19]/[CH2:20][CH2:21][CH2:22][CH2:23][CH2:24][CH2:25][C:26]1([CH2:31][CH2:32][CH2:33][CH2:34][CH2:35][CH2:36][CH3:37])OCC[O:27]1)[C:10]([O:12][C:13]([CH3:16])([CH3:15])[CH3:14])=[O:11])(C)(C)C.C(O)(=O)CC(CC(O)=O)(C(O)=O)O.C(=O)([O-])[O-].[K+].[K+].Br[CH2:78][C:79]#[C:80][CH3:81]>C(#N)C.CN(C=O)C.O>[CH2:78]([O:48][C:45]1[CH:44]=[CH:43][C:42]([CH2:41][C@H:40]([NH:39][C:38]([C@@H:17](/[CH:18]=[CH:19]/[CH2:20][CH2:21][CH2:22][CH2:23][CH2:24][CH2:25][C:26](=[O:27])[CH2:31][CH2:32][CH2:33][CH2:34][CH2:35][CH2:36][CH3:37])[C@@:9]([OH:55])([CH2:8][CH2:7][OH:6])[C:10]([O:12][C:13]([CH3:15])([CH3:16])[CH3:14])=[O:11])=[O:54])[C:49]([O:51][CH2:52][CH3:53])=[O:50])=[CH:47][CH:46]=1)[C:79]#[C:80][CH3:81] |f:2.3.4|. Reported procedure: tert-Butyl (E)-(2S,3S)-2-[2-(tert-butyl-dimethyl-silanyloxy)-ethyl]-3-[(S)-1-ethoxycarbonyl-2-(4-hydroxy-phenyl)-ethylcarbamoyl]-11-(2-heptyl-[1,3]dioxolan-2-yl)-2-hydroxy-undec-4-enoate (909 mg) was dissolved in acetonitrile (9.0 mL), and an aqueous solution (3.6 mL) of 0.5 M citric acid was added. The mixture was stirred at 60° C. for 3 hours. Water was then added to the reaction mixture, which was followed by extraction with a mixed solvent of ethyl acetate/n-hexane. The organic extract was d... The reactants are [Cl-].[NH4+] (ammonium chloride), C(C)OCC (diethyl ether), C[Mg]Cl (methyl magnesium chloride), copper-I-iodide, C(C1=CC=CC=C1)O[C@H](CCCCCC[C@H](COS(=O)(=O)C1=CC=C(C=C1)C)O)C ((2R,9S)-9-benzyloxy-1(p-tolylsulfonyloxy)-decane-2-ol). The solvent is O1CCCC1 (tetrahydrofuran), O1CCCC1 (tetrahydrofuran), O1CCCC1 (tetrahydrofuran), CCCCCC (hexane), C(C)(=O)OCC (ethyl acetate). Reaction conditions: temperature -78 celsius, time 15 minute. Product: C(C1=CC=CC=C1)O[C@@H](C)CCCCCC[C@H](CC)O ((2S,9S)-2-benzyloxyundecane-9-ol). The yield is 90.0%. As a reaction SMILES: C[Mg]Cl.[CH2:4]([O:11][C@@H:12]([CH3:33])[CH2:13][CH2:14][CH2:15][CH2:16][CH2:17][CH2:18][C@@H:19]([OH:32])[CH2:20]OS(C1C=CC(C)=CC=1)(=O)=O)[C:5]1[CH:10]=[CH:9][CH:8]=[CH:7][CH:6]=1.[Cl-].[NH4+].[CH2:36](OCC)C>O1CCCC1.CCCCCC.C(OCC)(=O)C>[CH2:4]([O:11][C@H:12]([CH2:13][CH2:14][CH2:15][CH2:16][CH2:17][CH2:18][C@@H:19]([OH:32])[CH2:20][CH3:36])[CH3:33])[C:5]1[CH:6]=[CH:7][CH:8]=[CH:9][CH:10]=1 |f:2.3|. Procedure: To 11.8 ml of a commercially available solution of 20% methyl magnesium chloride (31.4 mmol) in tetrahydrofuran were added 20 ml abs. tetrahydrofuran. The solution was cooled to −78° C., and 595 mg (3.14 mmol) copper-I-iodide were added. After stirring for 15 min, a solution of 4.55 g (10.5 mmol) (2R,9S)-9-benzyloxy-1(p-tolylsulfonyloxy)-decane-2-ol in 10 ml abs. tetrahydrofuran was added over a period of 2 h. The solution was warmed to −30° C. and stirred for another hour. Subsequently, 150 ml ...